Dataset: the Open Reaction Database (ORD), a public repository of structured organic reaction records. Task: describe an organic reaction: reactants, conditions, products, and yield The reactants are OC1CN(c2cccc(Cc3ccccc3)n2)CC1O, CI, [H-], [Na+], C1CCOC1. Reaction SMILES: [CH2:1]([c:2]1[cH:3][cH:4][cH:5][cH:6][cH:7]1)[c:8]1[n:9][c:10]([N:14]2[CH2:15][CH:16]([OH:20])[CH:17]([OH:19])[CH2:18]2)[cH:11][cH:12][cH:13]1.[CH3:23][I:24].[H-:21].[Na+:22].[O:25]1[CH2:26][CH2:27][CH2:28][CH2:29]1>>[CH2:1]([c:2]1[cH:3][cH:4][cH:5][cH:6][cH:7]1)[c:8]1[n:9][c:10]([N:14]2[CH2:15][CH:16]([O:20][CH3:23])[CH:17]([OH:19])[CH2:18]2)[cH:11][cH:12][cH:13]1. Yields the product COC1CN(c2cccc(Cc3ccccc3)n2)CC1O.